Dataset: the Open Reaction Database (ORD), a public repository of structured organic reaction records. Task: describe an organic reaction: reactants, conditions, products, and yield The reactants are C(C)[C@H]1NS(CC1)(=O)=O ((R)-3-ethylisothiazolidine 1,1-dioxide), BrC1=CC(=C(C=C1)C(=O)N1CCN(CC1)C1=NC=C(C=C1C)C)F ((4-bromo-2-fluorophenyl)[4-(3,5-dimethylpyridin-2-yl)piperazin-1-yl]methanone). Product: CC=1C(=NC=C(C1)C)N1CCN(CC1)C(=O)C1=C(C=C(C=C1)N1S(CC[C@H]1CC)(=O)=O)F ((R)-[4-(3,5-dimethylpyridin-2-yl)piperazin-1-yl][4-(3-ethyl-1,1-dioxo-1λ6-isothiazolidin-2-yl)-2-fluorophenyl]methanone). Isolated yield 13.0%. As a reaction SMILES: [CH2:1]([C@@H:3]1[CH2:7][CH2:6][S:5](=[O:9])(=[O:8])[NH:4]1)[CH3:2].Br[C:11]1[CH:16]=[CH:15][C:14]([C:17]([N:19]2[CH2:24][CH2:23][N:22]([C:25]3[C:30]([CH3:31])=[CH:29][C:28]([CH3:32])=[CH:27][N:26]=3)[CH2:21][CH2:20]2)=[O:18])=[C:13]([F:33])[CH:12]=1>>[CH3:31][C:30]1[C:25]([N:22]2[CH2:23][CH2:24][N:19]([C:17]([C:14]3[CH:15]=[CH:16][C:11]([N:4]4[C@H:3]([CH2:1][CH3:2])[CH2:7][CH2:6][S:5]4(=[O:9])=[O:8])=[CH:12][C:13]=3[F:33])=[O:18])[CH2:20][CH2:21]2)=[N:26][CH:27]=[C:28]([CH3:32])[CH:29]=1. Procedure details: Using (R)-3-ethylisothiazolidine 1,1-dioxide (150 mg) described in Preparation Example 3 and (4-bromo-2-fluorophenyl)[4-(3,5-dimethylpyridin-2-yl)piperazin-1-yl]methanone (439 mg) described in Preparation Example 114 and by the reaction and treatment in the same manner as in Example 1, the title compound (60 mg) was obtained.